This data is from the Open Reaction Database (ORD), a public repository of structured organic reaction records. The task is: describe an organic reaction: reactants, conditions, products, and yield The reactants are CC(=O)[O-], CCO, CCOC(C)=O, [Cl-], [Na+], O=C1CCCc2ccc(N3CCOCC3)cc21, O, [NH3+]O. Yields the product ON=C1CCCc2ccc(N3CCOCC3)cc21. RXN SMILES: [CH3:22][C:23](=[O:24])[O-:25].[CH3:27][CH2:28][OH:29].[CH3:30][CH2:31][O:32][C:33](=[O:34])[CH3:35].[Cl-:18].[Na+:21].[O:1]1[CH2:2][CH2:3][N:4]([c:7]2[cH:8][cH:9][c:10]3[c:15]([cH:16]2)[C:14](=[O:17])[CH2:13][CH2:12][CH2:11]3)[CH2:5][CH2:6]1.[OH2:26].[OH:19][NH3+:20]>>[O:1]1[CH2:2][CH2:3][N:4]([c:7]2[cH:8][cH:9][c:10]3[c:15]([cH:16]2)[C:14](=[N:20][OH:19])[CH2:13][CH2:12][CH2:11]3)[CH2:5][CH2:6]1.